Dataset: the Open Reaction Database (ORD), a public repository of structured organic reaction records. Task: describe an organic reaction: reactants, conditions, products, and yield Reactants: C=1C=CC2=C(C1)C=CC=3C=CC=CC3N2 (iminostilbene), ClC(Cl)(OC(OC(Cl)(Cl)Cl)=O)Cl (triphosgene), N1=CC=CC=C1 (pyridine). Solvent: C(C)(=O)OCC.CCCCCC (ethyl acetate hexane), ClCCl (dichloromethane). Conditions: time 8 hour. Product: C1=CC=CC=2N(C3=C(C=CC21)C=CC=C3)C(=O)Cl (5H-dibenz[b,f]azepine-5-carbonylchloride). The yield is 247.6%. Reaction SMILES: [CH:1]1[CH:2]=[CH:3][C:4]2[NH:15][C:14]3[CH:13]=[CH:12][CH:11]=[CH:10][C:9]=3[CH:8]=[CH:7][C:5]=2[CH:6]=1.[Cl:16][C:17](Cl)([O:19]C(=O)OC(Cl)(Cl)Cl)Cl.N1C=CC=CC=1>ClCCl.C(OCC)(=O)C.CCCCCC>[CH:10]1[C:9]2[CH:8]=[CH:7][C:5]3[CH:6]=[CH:1][CH:2]=[CH:3][C:4]=3[N:15]([C:17]([Cl:16])=[O:19])[C:14]=2[CH:13]=[CH:12][CH:11]=1 |f:4.5|. Procedure details: A solution of 2.8 g of iminostilbene (34) in 100 mL of dichloromethane was treated with 1.5 g of triphosgene followed by 3 mL of pyridine and stirred at room temperature overnight. Thin layer chromatography in 40% ethyl acetate-hexane indicated formation of one product. The reaction mixture was washed with water and concentrated in vaccuo. The residue was chromatographed on silica using 10% ether/dichloromethane to yield 3.2 g of 5H-dibenz[b,f]azepine-5-carbonylchloride (35) as an off-white powd... Procedure: The title compound was prepared according to the method described for Preparation 28 using 7-tert-butyl-2-chloro-5-iodo-7H-pyrrolo[2,3-d]pyrimidine (see Preparation 63) and 5-bromo-N-methoxy-N-methylnicotinamide to afford the title compound as a brown oil in 36% yield, 2.1 g. The product is BrC=1C=C(C=NC1)C(=O)C1=CN(C=2N=C(N=CC21)Cl)C(C)(C)C ((5-Bromopyridin-3-yl)(7-tert-butyl-2-chloro-7H-pyrrolo[2,3-d]pyrimidin-5-yl)methanone). RXN SMILES: [C:1]([N:5]1[C:9]2[N:10]=[C:11]([Cl:14])[N:12]=[CH:13][C:8]=2[C:7](I)=[CH:6]1)([CH3:4])([CH3:3])[CH3:2].[Br:16][C:17]1[CH:18]=[N:19][CH:20]=[C:21]([CH:28]=1)[C:22](N(OC)C)=[O:23]>>[Br:16][C:17]1[CH:28]=[C:21]([C:22]([C:7]2[C:8]3[CH:13]=[N:12][C:11]([Cl:14])=[N:10][C:9]=3[N:5]([C:1]([CH3:4])([CH3:3])[CH3:2])[CH:6]=2)=[O:23])[CH:20]=[N:19][CH:18]=1. The reactants are C(C)(C)(C)N1C=C(C2=C1N=C(N=C2)Cl)I (7-tert-butyl-2-chloro-5-iodo-7H-pyrrolo[2,3-d]pyrimidine), BrC=1C=NC=C(C(=O)N(C)OC)C1 (5-bromo-N-methoxy-N-methylnicotinamide). Starting materials: CS(=O)C1=NC=CC(=N1)C=1C=CC(=NC1)C#CC(C)(C)N (3-[5-(2-Methanesulfinyl-pyrimidin-4-yl)-pyridin-2-yl]-1,1-dimethyl-prop-2-ynylamine), NC1CC(NC(C1)(C)C)(C)C (4-amino-2,2,6,6-tetramethylpiperidine). Yields the product NC(C#CC1=CC=C(C=N1)C1=NC(=NC=C1)NC1CC(NC(C1)(C)C)(C)C)(C)C ({4-[6-(3-Amino-3-methyl-but-1-ynyl)-pyridin-3-yl]-pyrimidin-2-yl}-(2,2,6,6-tetramethyl-piperidin-4-yl)-amine). As a reaction SMILES: CS([C:4]1[N:9]=[C:8]([C:10]2[CH:11]=[CH:12][C:13]([C:16]#[C:17][C:18]([NH2:21])([CH3:20])[CH3:19])=[N:14][CH:15]=2)[CH:7]=[CH:6][N:5]=1)=O.[NH2:22][CH:23]1[CH2:28][C:27]([CH3:30])([CH3:29])[NH:26][C:25]([CH3:32])([CH3:31])[CH2:24]1>>[NH2:21][C:18]([CH3:20])([CH3:19])[C:17]#[C:16][C:13]1[N:14]=[CH:15][C:10]([C:8]2[CH:7]=[CH:6][N:5]=[C:4]([NH:22][CH:23]3[CH2:24][C:25]([CH3:32])([CH3:31])[NH:26][C:27]([CH3:30])([CH3:29])[CH2:28]3)[N:9]=2)=[CH:11][CH:12]=1. Procedure details: 3-[5-(2-Methanesulfinyl-pyrimidin-4-yl)-pyridin-2-yl]-1,1-dimethyl-prop-2-ynylamine (500 mg, 1.76 mmol) and 4-amino-2,2,6,6-tetramethylpiperidine (0.61 ml, 3.54 mmol) were heated to 120° C. for 1 hour and the reaction mixture purified directly by chromatography on silicagel (TBME/MeOH/ammonia:95/4.5/0.5) to give the title compound as yellow crystals. Reactants: C=C(C)C, [Na+], O=C([O-])O, C1COCCO1, O=C(O)Cc1ccc(O)cc1, O=S(=O)(O)O. Yields the product CC(C)(C)OC(=O)Cc1ccc(O)cc1. As a reaction SMILES: [CH3:17][C:18]([CH3:19])=[CH2:20].[Na+:25].[O-:21][C:22]([OH:23])=[O:24].[O:26]1[CH2:27][CH2:28][O:29][CH2:30][CH2:31]1.[OH:6][C:7](=[O:8])[CH2:9][c:10]1[cH:11][cH:12][c:13]([OH:14])[cH:15][cH:16]1.[S:1](=[O:2])(=[O:3])([OH:4])[OH:5]>>[O:6]([C:7](=[O:8])[CH2:9][c:10]1[cH:11][cH:12][c:13]([OH:14])[cH:15][cH:16]1)[C:18]([CH3:17])([CH3:19])[CH3:20]. Starting materials: [Al+3], CCOC(=O)CC(c1ccc(Cl)cc1Cl)c1c[nH]c2c(CSC)cc(F)cc12, Cl, [H-], [H-], [H-], [H-], [Li+], C1CCOC1. Yields the product CSCc1cc(F)cc2c(C(CCO)c3ccc(Cl)cc3Cl)c[nH]c12. As a reaction SMILES: [Al+3:30].[Cl:1][c:2]1[c:3]([CH:9]([CH2:10][C:11](=[O:12])[O:13][CH2:14][CH3:15])[c:16]2[cH:17][nH:18][c:19]3[c:20]([CH2:26][S:27][CH3:28])[cH:21][c:22]([F:25])[cH:23][c:24]23)[cH:4][cH:5][c:6]([Cl:8])[cH:7]1.[ClH:35].[H-:29].[H-:32].[H-:33].[H-:34].[Li+:31].[O:36]1[CH2:37][CH2:38][CH2:39][CH2:40]1>>[Cl:1][c:2]1[c:3]([CH:9]([CH2:10][CH2:11][OH:12])[c:16]2[cH:17][nH:18][c:19]3[c:20]([CH2:26][S:27][CH3:28])[cH:21][c:22]([F:25])[cH:23][c:24]23)[cH:4][cH:5][c:6]([Cl:8])[cH:7]1.